Dataset: the Open Reaction Database (ORD), a public repository of structured organic reaction records. Task: describe an organic reaction: reactants, conditions, products, and yield The reactants are C(=O)(O)C1=CC=C(C=O)C=C1 (4-carboxybenzaldehyde), C[Si](C)(C)Cl (trimethylsilyl chloride). Solvent: CO (MeOH). Conditions: time 40 hour. Product: COC(=O)C1=CC=C(C=O)C=C1 (4-methoxycarbonylbenzaldehyde). Reaction SMILES: [C:1]([C:4]1[CH:11]=[CH:10][C:7]([CH:8]=[O:9])=[CH:6][CH:5]=1)([OH:3])=[O:2].[CH3:12][Si](Cl)(C)C>CO>[CH3:12][O:2][C:1]([C:4]1[CH:11]=[CH:10][C:7]([CH:8]=[O:9])=[CH:6][CH:5]=1)=[O:3]. Procedure: The 4-carboxybenzaldehyde is of commercial origin. It is dissolved (3 g; 20 mmol) in a trimethylsilyl chloride solution (10 g; 92 mmol) in 100 ml of MeOH. The mixture is kept stirred for 40 h at room temperature. After evaporation, a white solid corresponding to 4-methoxycarbonylbenzaldehyde 24 is isolated, characterized by NMR and used as it is for the next reaction. The reactants are CC1(CCOC2=CC=C(C=C12)C(C)Br)C (4,4-dimethyl-6-(1-bromoethyl)chromane), C1(=CC=CC=C1)P(C1=CC=CC=C1)C1=CC=CC=C1 (triphenylphosphine). Run in C=1(C(=CC=CC1)C)C (xylene). Run at temperature 100 celsius. Yields the product [Br-].CC1(CCOC2=CC=C(C=C12)C(C)[P+](C1=CC=CC=C1)(C1=CC=CC=C1)C1=CC=CC=C1)C ([1-(4,4-dimethyl-6-chromanyl)ethyl]triphenylphosphonium bromide). Isolated yield 38.5%. RXN SMILES: [CH3:1][C:2]1([CH3:15])[C:11]2[C:6](=[CH:7][CH:8]=[C:9]([CH:12]([Br:14])[CH3:13])[CH:10]=2)[O:5][CH2:4][CH2:3]1.[C:16]1([P:22]([C:29]2[CH:34]=[CH:33][CH:32]=[CH:31][CH:30]=2)[C:23]2[CH:28]=[CH:27][CH:26]=[CH:25][CH:24]=2)[CH:21]=[CH:20][CH:19]=[CH:18][CH:17]=1>C1(C)C(C)=CC=CC=1>[Br-:14].[CH3:1][C:2]1([CH3:15])[C:11]2[C:6](=[CH:7][CH:8]=[C:9]([CH:12]([P+:22]([C:23]3[CH:24]=[CH:25][CH:26]=[CH:27][CH:28]=3)([C:29]3[CH:34]=[CH:33][CH:32]=[CH:31][CH:30]=3)[C:16]3[CH:17]=[CH:18][CH:19]=[CH:20][CH:21]=3)[CH3:13])[CH:10]=2)[O:5][CH2:4][CH2:3]1 |f:3.4|. Reported procedure: 4.6 g of 4,4-dimethyl-6-(1-bromoethyl)chromane were dissolved in 40 ml of xylene and the solution was treated with 5.3 g of triphenylphosphine. The mixture was heated to 100° C. overnight, cooled, the precipitated cyrstals were filtered off under suction and washed with hexane. For the further purification, the phosphonium salt was dissolved in methylene chloride and precipitated again by the addition of ethyl acetate. There were obtained 3.5 g of [1-(4,4-dimethyl-6-chromanyl)ethyl]triphenylphos... Reactants: C1OC=2C=C(CCN)C=CC2O1 (3,4-methylenedioxyphenethylamine), ClC=1C2=C(N=C(N1)C1=CC=NC=C1)SC(=C2)Cl (4-chloro-2-(pyridin-4-yl)-6-chloro-thieno-[2,3-d]-pyrimidine). The product is N1=CC=C(C=C1)C=1N=C(C2=C(N1)SC(=C2)Cl)NCCC2=CC1=C(C=C2)OCO1 (2-(pyridin-4-yl)-4-(3,4-methylenedioxyphenethylamino)-6-chloro-thieno-[2,3-d]-pyrimidine). Reaction SMILES: [CH2:1]1[O:12][C:11]2[CH:10]=[CH:9][C:5]([CH2:6][CH2:7][NH2:8])=[CH:4][C:3]=2[O:2]1.Cl[C:14]1[C:15]2[CH:28]=[C:27]([Cl:29])[S:26][C:16]=2[N:17]=[C:18]([C:20]2[CH:25]=[CH:24][N:23]=[CH:22][CH:21]=2)[N:19]=1>>[N:23]1[CH:22]=[CH:21][C:20]([C:18]2[N:19]=[C:14]([NH:8][CH2:7][CH2:6][C:5]3[CH:9]=[CH:10][C:11]4[O:12][CH2:1][O:2][C:3]=4[CH:4]=3)[C:15]3[CH:28]=[C:27]([Cl:29])[S:26][C:16]=3[N:17]=2)=[CH:25][CH:24]=1. Procedure details: With the procedure of Example 1, the reaction of 3,4-methylenedioxyphenethylamine with 4-chloro-2-(pyridin-4-yl)-6-chloro-thieno-[2,3-d]-pyrimidine yields 2-(pyridin-4-yl)-4-(3,4-methylenedioxyphenethylamino)-6-chloro-thieno-[2,3-d]-pyrimidine. Starting materials: CO (CH3OH), C(C1=CC=CC=C1)OC1=CC=C(N)C=C1 (4-benzyloxyaniline), C1[C@H](O1)CO ((R)-glycidol). RXN SMILES: CO.[CH2:3]([O:10][C:11]1[CH:17]=[CH:16][C:14]([NH2:15])=[CH:13][CH:12]=1)[C:4]1[CH:9]=[CH:8][CH:7]=[CH:6][CH:5]=1.[CH2:18]1[O:20][C@@H:19]1[CH2:21][OH:22]>C(O)C>[CH2:3]([O:10][C:11]1[CH:12]=[CH:13][C:14]([NH:15][CH2:18][CH:19]([OH:20])[CH2:21][OH:22])=[CH:16][CH:17]=1)[C:4]1[CH:5]=[CH:6][CH:7]=[CH:8][CH:9]=1. Solvent: C(C)O (ethanol). Yields the product C(C1=CC=CC=C1)OC1=CC=C(C=C1)NCC(CO)O (3-(4-benzyloxyphenyl)aminopropane-1,2 -diol). Procedure details: The product is obtained with a 90% yield; m.p.: 102° C.; [α]D20 =+12,7° (c=1, CH3OH). This same product can be obtained by heating 4-benzyloxyaniline in ethanol in the presence of (R)-glycidol.